This data is from the Open Reaction Database (ORD), a public repository of structured organic reaction records. The task is: describe an organic reaction: reactants, conditions, products, and yield Reactants: COC(=O)C(Br)c1ccc(Oc2ccc(Cl)cc2)cc1, CC(C)(C)c1cc(O)cc(C(C)(C)C)c1, C[O-], CO, [I-], [K+], [Na+], c1ccccc1. Yields the product COC(=O)C(Oc1cc(C(C)(C)C)cc(C(C)(C)C)c1)c1ccc(Oc2ccc(Cl)cc2)cc1. As a reaction SMILES: [Br:21][CH:22]([C:23](=[O:24])[O:25][CH3:26])[c:27]1[cH:28][cH:29][c:30]([O:33][c:34]2[cH:35][cH:36][c:37]([Cl:40])[cH:38][cH:39]2)[cH:31][cH:32]1.[C:1]([CH3:2])([CH3:3])([CH3:4])[c:5]1[cH:6][c:7]([OH:15])[cH:8][c:9]([C:11]([CH3:12])([CH3:13])[CH3:14])[cH:10]1.[CH3:16][O-:17].[CH3:41][OH:42].[I-:20].[K+:19].[Na+:18].[cH:43]1[cH:44][cH:45][cH:46][cH:47][cH:48]1>>[C:1]([CH3:2])([CH3:3])([CH3:4])[c:5]1[cH:6][c:7]([O:15][CH:22]([C:23](=[O:24])[O:25][CH3:26])[c:27]2[cH:28][cH:29][c:30]([O:33][c:34]3[cH:35][cH:36][c:37]([Cl:40])[cH:38][cH:39]3)[cH:31][cH:32]2)[cH:8][c:9]([C:11]([CH3:12])([CH3:13])[CH3:14])[cH:10]1.